Dataset: the Open Reaction Database (ORD), a public repository of structured organic reaction records. Task: describe an organic reaction: reactants, conditions, products, and yield Starting materials: C(C=C)OCCCCC(C)C (1-(allyloxy)-5-methylhexane), CC1(C2=CC=CC(=C2OC=2C(=CC=CC12)P(C1=CC=CC=C1)C1=CC=CC=C1)P(C1=CC=CC=C1)C1=CC=CC=C1)C ((9,9-dimethyl-9H-xanthene-4,5-diyl)bis(diphenylphosphine)), glass-lined. The reagents and catalysts are [Rh+] (rhodium (I)). Run in C1(=CC=CC=C1)C (toluene). Yields the product CC(CCCCOCCCC=O)C (4-[(5-methylhexyl)oxy]butanal), CC(C=O)COCCCCC(C)C (2-methyl-3[(5-methylhexyl)oxy]propanal). Yield: 6.2%. RXN SMILES: CC1(C)C2C=CC=C(P(C3C=CC=CC=3)C3C=CC=CC=3)C=2[O:9][C:8]2C1=CC=CC=2P(C1C=CC=CC=1)C1C=CC=CC=1.[CH2:43]([O:46][CH2:47][CH2:48][CH2:49][CH2:50][CH:51]([CH3:53])[CH3:52])[CH:44]=[CH2:45]>C1(C)C=CC=CC=1.[Rh+]>[CH3:52][CH:51]([CH3:53])[CH2:50][CH2:49][CH2:48][CH2:47][O:46][CH2:43][CH2:44][CH2:45][CH:8]=[O:9].[CH3:45][CH:44]([CH2:43][O:46][CH2:47][CH2:48][CH2:49][CH2:50][CH:51]([CH3:53])[CH3:52])[CH:8]=[O:9]. Procedure details: Acetylacetanatodicarbonyl rhodium (I) (0.005 g, 0.02 mmol) and (9,9-dimethyl-9H-xanthene-4,5-diyl)bis(diphenylphosphine) (0.030 g, 0.05 mmol) were added to a 25 mL glass-lined autoclave and dissolved in toluene (3 mL). 1-(allyloxy)-5-methylhexane (2.0 g, 12.2 mmol) was added to the reactor and, following purging with nitrogen, the reaction mixture was subjected to hydroformylation conditions using a 1:1 molar ratio of hydrogen and carbon monoxide gas (30 bar, 60° C., 4 h) with vigorous stirring.... The reactants are C1(CCCCC1)CC=O (Cyclohexylacetaldehyde), C(C)(CC)[Li] (sec-butyllithium), C1CCCCC1 (cyclohexane), FC(=C)F (1,1-difluoroethylene), [NH4+].[Cl-] (NH4Cl). Run in C1CCOC1 (THF), CCOCC (ether), [Cl-].[Na+].O (brine), CCOCC (ether). Reaction conditions: temperature 0 celsius, time 10 minute. The product is FC(=CC(CC1CCCCC1)O)F (1,1-difluoro-4-cyclohexyl-1-buten-3-ol). As a reaction SMILES: C([Li])(CC)C.C1CCCCC1.[F:12][C:13]([F:15])=[CH2:14].[CH:16]1([CH2:22][CH:23]=[O:24])[CH2:21][CH2:20][CH2:19][CH2:18][CH2:17]1.[NH4+].[Cl-]>C1COCC1.CCOCC.[Cl-].[Na+].O>[F:12][C:13]([F:15])=[CH:14][CH:23]([OH:24])[CH2:22][CH:16]1[CH2:21][CH2:20][CH2:19][CH2:18][CH2:17]1 |f:4.5,8.9.10|. Procedure: 2,2-Difluorovinyllithium1 was prepared by dropwise addition of sec-butyllithium in cyclohexane (88 mL of 1.4M, 0.123 mol, 1.0 equiv) during 10 minutes to a stirred solution of 1,1-difluoroethylene (15.3 g, 0.230 mol, 1.9 equiv) in THF (140 mL) and ether (20 mL). The reaction mixture was maintained between -100° and -93° C. during this addition and was subsequently stirred 10 minutes at -100° C. Cyclohexylacetaldehyde (15.6 g, 0.123 mol, 1.0 equiv) was added dropwise over 5 minutes (the reaction ... Reactants: CC(C)(C)C(=O)OCc1nc2cc3c(cc2c(=O)[nH]1)C(=O)CC3, CO, ClCCl, CC(C)(C)OC(=O)c1ccc(N)cc1. The product is CC(C)(C)OC(=O)c1ccc(NC2CCc3cc4nc(COC(=O)C(C)(C)C)[nH]c(=O)c4cc32)cc1. As a reaction SMILES: [CH3:1][C:2]([C:3](=[O:4])[O:5][CH2:6][c:7]1[n:8][c:9]2[cH:10][c:11]3[c:12]([cH:13][c:14]2[c:15](=[O:17])[nH:16]1)[C:18](=[O:21])[CH2:19][CH2:20]3)([CH3:22])[CH3:23].[CH3:38][OH:39].[Cl:40][CH2:41][Cl:42].[NH2:24][c:25]1[cH:26][cH:27][c:28]([C:29](=[O:30])[O:31][C:32]([CH3:33])([CH3:34])[CH3:35])[cH:36][cH:37]1>>[CH3:1][C:2]([C:3](=[O:4])[O:5][CH2:6][c:7]1[n:8][c:9]2[cH:10][c:11]3[c:12]([cH:13][c:14]2[c:15](=[O:17])[nH:16]1)[CH:18]([NH:24][c:25]1[cH:26][cH:27][c:28]([C:29](=[O:30])[O:31][C:32]([CH3:33])([CH3:34])[CH3:35])[cH:36][cH:37]1)[CH2:19][CH2:20]3)([CH3:22])[CH3:23].